Dataset: the Open Reaction Database (ORD), a public repository of structured organic reaction records. Task: describe an organic reaction: reactants, conditions, products, and yield Starting materials: CC(C)(C)n1nc(CCC=O)cc1-c1cccs1, CCN(C(C)C)C(C)C, c1ccc(N2CCNCC2)cc1. Product: CC(C)(C)n1nc(CCCN2CCN(c3ccccc3)CC2)cc1-c1cccs1. As a reaction SMILES: [C:1]([CH3:2])([CH3:3])([CH3:4])[n:5]1[n:6][c:7]([CH2:15][CH2:16][CH:17]=[O:18])[cH:8][c:9]1-[c:10]1[s:11][cH:12][cH:13][cH:14]1.[CH:31]([N:32]([CH2:33][CH3:34])[CH:35]([CH3:36])[CH3:37])([CH3:38])[CH3:39].[c:19]1([N:25]2[CH2:26][CH2:27][NH:28][CH2:29][CH2:30]2)[cH:20][cH:21][cH:22][cH:23][cH:24]1>>[C:1]([CH3:2])([CH3:3])([CH3:4])[n:5]1[n:6][c:7]([CH2:15][CH2:16][CH2:17][N:28]2[CH2:27][CH2:26][N:25]([c:19]3[cH:20][cH:21][cH:22][cH:23][cH:24]3)[CH2:30][CH2:29]2)[cH:8][c:9]1-[c:10]1[s:11][cH:12][cH:13][cH:14]1. Starting materials: O=C(N=C=S)c1ccccc1, ClCCl, NC1(c2cc(Br)cs2)CCOCC1CO. RXN SMILES: [C:1]([c:2]1[cH:3][cH:4][cH:5][cH:6][cH:7]1)(=[O:8])[N:9]=[C:10]=[S:11].[Cl:27][CH2:28][Cl:29].[NH2:12][C:13]1([c:21]2[s:22][cH:23][c:24]([Br:26])[cH:25]2)[CH:14]([CH2:19][OH:20])[CH2:15][O:16][CH2:17][CH2:18]1>>[C:1]([c:2]1[cH:3][cH:4][cH:5][cH:6][cH:7]1)(=[O:8])[NH:9][C:10](=[S:11])[NH:12][C:13]1([c:21]2[s:22][cH:23][c:24]([Br:26])[cH:25]2)[CH:14]([CH2:19][OH:20])[CH2:15][O:16][CH2:17][CH2:18]1. Yields the product O=C(NC(=S)NC1(c2cc(Br)cs2)CCOCC1CO)c1ccccc1. Reactants: C1CC2OC2C1, Cl, Nc1ccc(Cl)c(Cl)c1. As a reaction SMILES: [CH:11]12[CH:12]([CH2:13][CH2:14][CH2:15]1)[O:16]2.[ClH:10].[NH2:1][c:2]1[cH:3][cH:4][c:5]([Cl:6])[c:7]([Cl:8])[cH:9]1>>[NH:1]([c:2]1[cH:3][cH:4][c:5]([Cl:6])[c:7]([Cl:8])[cH:9]1)[CH:11]1[CH:12]([OH:16])[CH2:13][CH2:14][CH2:15]1. Product: OC1CCCC1Nc1ccc(Cl)c(Cl)c1. The reactants are [Al], COC(=O)c1ccc(CBr)c(OC)c1, O=C([O-])O, CN(C)C=O, Cn1ccc2cc(NC(=O)OC3CCCC3)ccc21, [Na+]. Product: COC(=O)c1ccc(Cc2cn(C)c3ccc(NC(=O)OC4CCCC4)cc23)c(OC)c1. RXN SMILES: [Al:34].[Br:20][CH2:21][c:22]1[c:23]([O:32][CH3:33])[cH:24][c:25]([C:26](=[O:27])[O:28][CH3:29])[cH:30][cH:31]1.[C:35](=[O:36])([OH:37])[O-:38].[CH3:40][N:41]([CH3:42])[CH:43]=[O:44].[CH:1]1([O:6][C:7](=[O:8])[NH:9][c:10]2[cH:11][c:12]3[cH:13][cH:14][n:15]([CH3:19])[c:16]3[cH:17][cH:18]2)[CH2:2][CH2:3][CH2:4][CH2:5]1.[Na+:39]>>[CH:1]1([O:6][C:7](=[O:8])[NH:9][c:10]2[cH:11][c:12]3[c:13]([CH2:21][c:22]4[c:23]([O:32][CH3:33])[cH:24][c:25]([C:26](=[O:27])[O:28][CH3:29])[cH:30][cH:31]4)[cH:14][n:15]([CH3:19])[c:16]3[cH:17][cH:18]2)[CH2:2][CH2:3][CH2:4][CH2:5]1. Reactants: COC1=NN(C=C1[N+](=O)[O-])C (3-Methoxy-1-methyl-4-nitropyrazole). The reagents and catalysts are [Pd] (Pd/C). The solvent is CO (MeOH). Conditions: time 2.5 hour. Product: N (ammonia), COC1=NN(C=C1N)C (3-methoxy-1-methylpyrazol-4-amine). Isolated yield 47.0%. As a reaction SMILES: [CH3:1][O:2][C:3]1[C:7]([N+:8]([O-])=O)=[CH:6][N:5]([CH3:11])[N:4]=1>CO.[Pd]>[NH3:4].[CH3:1][O:2][C:3]1[C:7]([NH2:8])=[CH:6][N:5]([CH3:11])[N:4]=1. Procedure details: 3-Methoxy-1-methyl-4-nitropyrazole (2.9 g) was dissolved in MeOH (100 ml) at room temperature and Pd/C (0.58 g, 50% wet) was added. The solution was purged with nitrogen for 10 minutes, followed by hydrogen for 2.5 hours. The reaction mixture was filtered through a cake of celite, washed with EtOAc (200 ml) and the volatiles removed under vacuum to give the crude product as a deep red oil. Column chromatography (SiO2; 50:50, EtOAc:heptane), followed by further purification via a ‘catch and relea...